Dataset: the Open Reaction Database (ORD), a public repository of structured organic reaction records. Task: describe an organic reaction: reactants, conditions, products, and yield Starting materials: CN(CC(=O)O)NC(=O)NCc1ccccc1, CCOC(OCC)C(C)N(Cc1cccc2ccccc12)C(=O)C(N)CC(=O)OC(C)(C)C. Yields the product CCOC(OCC)C(C)N(Cc1cccc2ccccc12)C(=O)C(CC(=O)OC(C)(C)C)NC(=O)CN(C)NC(=O)NCc1ccccc1. As a reaction SMILES: [CH2:1]([c:2]1[cH:3][cH:4][cH:5][cH:6][cH:7]1)[NH:8][C:9](=[O:10])[NH:11][N:12]([CH3:13])[CH2:14][C:15](=[O:16])[OH:17].[NH2:18][CH:19]([CH2:20][C:21](=[O:22])[O:23][C:24]([CH3:25])([CH3:26])[CH3:27])[C:28](=[O:29])[N:30]([CH2:31][c:32]1[cH:33][cH:34][cH:35][c:36]2[cH:37][cH:38][cH:39][cH:40][c:41]12)[CH:42]([CH:43]([O:44][CH2:45][CH3:46])[O:47][CH2:48][CH3:49])[CH3:50]>>[CH2:1]([c:2]1[cH:3][cH:4][cH:5][cH:6][cH:7]1)[NH:8][C:9](=[O:10])[NH:11][N:12]([CH3:13])[CH2:14][C:15](=[O:17])[NH:18][CH:19]([CH2:20][C:21](=[O:22])[O:23][C:24]([CH3:25])([CH3:26])[CH3:27])[C:28](=[O:29])[N:30]([CH2:31][c:32]1[cH:33][cH:34][cH:35][c:36]2[cH:37][cH:38][cH:39][cH:40][c:41]12)[CH:42]([CH:43]([O:44][CH2:45][CH3:46])[O:47][CH2:48][CH3:49])[CH3:50].